From a dataset of the Open Reaction Database (ORD), a public repository of structured organic reaction records. describe an organic reaction: reactants, conditions, products, and yield The reactants are ClC(Cl)Cl, O=C1CCC(=O)O1, O=C(OCc1ccccc1)N1CCC(O)CC1. Yields the product O=C(O)CCC(=O)OC1CCN(C(=O)OCc2ccccc2)CC1. RXN SMILES: [Cl:25][CH:26]([Cl:27])[Cl:28].[O:18]=[C:19]1[CH2:20][CH2:21][C:22](=[O:23])[O:24]1.[OH:1][CH:2]1[CH2:3][CH2:4][N:5]([C:8](=[O:9])[O:10][CH2:11][c:12]2[cH:13][cH:14][cH:15][cH:16][cH:17]2)[CH2:6][CH2:7]1>>[O:1]([CH:2]1[CH2:3][CH2:4][N:5]([C:8](=[O:9])[O:10][CH2:11][c:12]2[cH:13][cH:14][cH:15][cH:16][cH:17]2)[CH2:6][CH2:7]1)[C:22]([CH2:21][CH2:20][C:19](=[O:18])[OH:24])=[O:23].